Task: describe an organic reaction: reactants, conditions, products, and yield. Dataset: the Open Reaction Database (ORD), a public repository of structured organic reaction records The reactants are C(C)(C)(C)OC(COC1=CC(=C2C=C(N(C2=C1)C)C(=O)OCC)C(F)(F)F)=O (ethyl 6-(2-tert-butoxy-2-oxoethoxy)-1-methyl-4-(trifluoromethyl)-1H-indole-2-carboxylate), S(O)(O)(=O)=O (sulfuric acid). Run in C(C)(=O)O (acetic acid). The product is C(C)OC(=O)C=1N(C2=CC(=CC(=C2C1)C(F)(F)F)OCC(=O)O)C ([[2-(ethoxycarbonyl)-1-methyl-4-(trifluoromethyl)-1H-indol-6-yl]oxy]acetic acid). Yield: 104.6%. Reaction SMILES: C([O:5][C:6](=[O:28])[CH2:7][O:8][C:9]1[CH:17]=[C:16]2[C:12]([CH:13]=[C:14]([C:19]([O:21][CH2:22][CH3:23])=[O:20])[N:15]2[CH3:18])=[C:11]([C:24]([F:27])([F:26])[F:25])[CH:10]=1)(C)(C)C.S(=O)(=O)(O)O>C(O)(=O)C>[CH2:22]([O:21][C:19]([C:14]1[N:15]([CH3:18])[C:16]2[C:12]([CH:13]=1)=[C:11]([C:24]([F:25])([F:27])[F:26])[CH:10]=[C:9]([O:8][CH2:7][C:6]([OH:28])=[O:5])[CH:17]=2)=[O:20])[CH3:23]. Reported procedure: Under nitrogen, ethyl 6-(2-tert-butoxy-2-oxoethoxy)-1-methyl-4-(trifluoromethyl)-1H-indole-2-carboxylate (1.3 g, 3.24 mmol) was dissolved in acetic acid (20 ml), followed by adding thereto a 30% aqueous sulfuric acid solution (10 ml), and the resulting mixture was stirred at 50° C. for 1 hour. Crystals were precipitated and the reaction mixture became a white suspension. The reaction mixture was cooled to room temperature, followed by adding thereto water, and the crystals precipitated were coll... Reactants: ClC=1C=C2C(C(=CN3C2=C(C1Cl)C[C@@H]3C)C(=O)O)=O ((+)-8,9-dichloro-2-(S)-methyl-6-oxo-1,2-dihydro-6H-pyrrolo[3,2,1-ij]quinoline-5-carboxylic acid), CC1NCCNC1 (2-methylpiperazine). Yields the product Cl.ClC=1C=C2C(C(=CN3C2=C(C1N1CC(NCC1)C)C[C@@H]3C)C(=O)O)=O ((+)-8-chloro-2-(S)-methyl-9-(3-methyl-1-piperazinyl)-6-oxo-1,2-dihydro-6H-pyrrolo[3,2,1-ij]quinoline-5-carboxylic acid hydrochloride). As a reaction SMILES: [Cl:1][C:2]1[CH:3]=[C:4]2[C:9]3=[C:10]([CH2:13][C@H:14]([CH3:15])[N:8]3[CH:7]=[C:6]([C:16]([OH:18])=[O:17])[C:5]2=[O:19])[C:11]=1Cl.[CH3:20][CH:21]1[CH2:26][NH:25][CH2:24][CH2:23][NH:22]1>>[ClH:1].[Cl:1][C:2]1[CH:3]=[C:4]2[C:9]3=[C:10]([CH2:13][C@H:14]([CH3:15])[N:8]3[CH:7]=[C:6]([C:16]([OH:18])=[O:17])[C:5]2=[O:19])[C:11]=1[N:25]1[CH2:24][CH2:23][NH:22][CH:21]([CH3:20])[CH2:26]1 |f:2.3|. Reported procedure: (+)-8,9-dichloro-2-(S)-methyl-6-oxo-1,2-dihydro-6H-pyrrolo[3,2,1-ij]quinoline-5-carboxylic acid obtained in Example 6 and 2-methylpiperazine were used as the starting substances, and treated in a manner analogous to Example 8, to give the title compound. Starting materials: O=C1CCc2ccccc21, Cc1ccccc1, CCOC=O, [H-], [Na+], O. Product: O=C1C(=CO)Cc2ccccc21. RXN SMILES: [C:1]1(=[O:10])[CH2:2][CH2:3][c:4]2[cH:5][cH:6][cH:7][cH:8][c:9]21.[CH3:19][c:20]1[cH:21][cH:22][cH:23][cH:24][cH:25]1.[CH:13](=[O:14])[O:15][CH2:16][CH3:17].[H-:11].[Na+:12].[OH2:18]>>[C:1]1(=[O:10])[C:2](=[CH:13][OH:14])[CH2:3][c:4]2[cH:5][cH:6][cH:7][cH:8][c:9]21. The reactants are CO, COC(=O)C1CCN1C(=O)C(=O)c1ccccc1, Cl, [Li+], [OH-], O. Yields the product O=C(C(=O)N1CCC1C(=O)O)c1ccccc1. Reaction SMILES: [CH3:19][OH:20].[CH3:1][O:2][C:3](=[O:4])[CH:5]1[N:6]([C:9]([C:10]([c:11]2[cH:12][cH:13][cH:14][cH:15][cH:16]2)=[O:17])=[O:18])[CH2:7][CH2:8]1.[ClH:23].[Li+:22].[OH-:21].[OH2:24]>>[O:2]=[C:3]([OH:4])[CH:5]1[N:6]([C:9]([C:10]([c:11]2[cH:12][cH:13][cH:14][cH:15][cH:16]2)=[O:17])=[O:18])[CH2:7][CH2:8]1. Starting materials: C1(CCCC1)CCCCCCCC=CC=1C=NC(=NC1)C1=CC=C(C=C1)OCCCCCCC (5-(9-cyclopentyl-non-1-enyl)-2-(4-heptyloxy-phenyl)-pyrimidine), [H][H] (hydrogen). The reagents and catalysts are [Pd] (palladium/charcoal). Run in C1(=CC=CC=C1)C (toluene). Product: C1(CCCC1)CCCCCCCCCC=1C=NC(=NC1)C1=CC=C(C=C1)OCCCCCCC (5-(9-cyclopentyl-nonyl)-2-(4-heptyloxy-phenyl)-pyrimidine). Reaction SMILES: [CH:1]1([CH2:6][CH2:7][CH2:8][CH2:9][CH2:10][CH2:11][CH2:12][CH:13]=[CH:14][C:15]2[CH:16]=[N:17][C:18]([C:21]3[CH:26]=[CH:25][C:24]([O:27][CH2:28][CH2:29][CH2:30][CH2:31][CH2:32][CH2:33][CH3:34])=[CH:23][CH:22]=3)=[N:19][CH:20]=2)[CH2:5][CH2:4][CH2:3][CH2:2]1.[H][H]>C1(C)C=CC=CC=1.[Pd]>[CH:1]1([CH2:6][CH2:7][CH2:8][CH2:9][CH2:10][CH2:11][CH2:12][CH2:13][CH2:14][C:15]2[CH:16]=[N:17][C:18]([C:21]3[CH:22]=[CH:23][C:24]([O:27][CH2:28][CH2:29][CH2:30][CH2:31][CH2:32][CH2:33][CH3:34])=[CH:25][CH:26]=3)=[N:19][CH:20]=2)[CH2:2][CH2:3][CH2:4][CH2:5]1. Procedure: A solution of 1.86 g of 5-(9-cyclopentyl-non-1-enyl)-2-(4-heptyloxy-phenyl)-pyrimidine in 35 ml of toluene is hydrogenated with 0.24 g of 5% palladium/charcoal at room temperature and normal pressure until the hydrogen uptake comes to a standstill. Recrystallization from ethanol of the crude product obtained after filtration and concentration of the filtrate yields pure 5-(9-cyclopentyl-nonyl)-2-(4-heptyloxy-phenyl)-pyrimidine. The reactants are C(=O)NC1=CC=C(C=C1)N1N=C(C=C1C=1SC(=CC1)S(=O)(=O)C)C#N (1-[4-(formylamino)phenyl]-5-[5-(methylsulfonyl)-2-thienyl]pyrazole-3-carbonitrile), [H-].[Na+] (sodium hydride), CN(C=O)C (N,N-dimethylformamide), CN(C=O)C (N,N-dimethylformamide), ice, IC (iodomethane), CN(C=O)C (N,N-dimethylformamide), Cl (hydrochloric acid). Reaction conditions: temperature 0 celsius, time 30 minute. The product is C(=O)CNC1=CC=C(C=C1)N1N=C(C=C1C=1SC(=CC1)S(=O)(=O)C)C#N (1-[4-(N-formylmethylamino)phenyl]-5-[5-(methylsulfonyl)-2-thienyl]pyrazole -3-carbonitrile). Reaction SMILES: C([NH:3][C:4]1[CH:9]=[CH:8][C:7]([N:10]2[C:14]([C:15]3[S:16][C:17]([S:20]([CH3:23])(=[O:22])=[O:21])=[CH:18][CH:19]=3)=[CH:13][C:12]([C:24]#[N:25])=[N:11]2)=[CH:6][CH:5]=1)=O.[H-].[Na+].I[CH3:29].Cl.CN(C)[CH:33]=[O:34]>>[CH:33]([CH2:29][NH:3][C:4]1[CH:9]=[CH:8][C:7]([N:10]2[C:14]([C:15]3[S:16][C:17]([S:20]([CH3:23])(=[O:22])=[O:21])=[CH:18][CH:19]=3)=[CH:13][C:12]([C:24]#[N:25])=[N:11]2)=[CH:6][CH:5]=1)=[O:34] |f:1.2|. Procedure details: A solution of 1-[4-(formylamino)phenyl]-5-[5-(methylsulfonyl)-2-thienyl]pyrazole-3-carbonitrile (1.1 g) in N,N-dimethylformamide (3 ml) was added dropwise to a suspension of sodium hydride (60%; 118 mg) in N,N-dimethylformamide (2 ml). The mixture was stirred at 0° C. for 30 minutes. To the mixture was added dropwise a solution of iodomethane (0.84 g) in N,N-dimethylformamide (2 ml) at 0° C. The resulting mixture was stirred at 0° C. for 1 hour, poured into an ice-cooled dilute hydrochloric acid... The reactants are compound ( V ), C(=O)(Cl)Cl (phosgene), C(OC)(=O)Cl (methyl chlorocarbonate), C(OCC)(=O)Cl (ethyl chlorocarbonate), C(OCC1=CC=CC=C1)(=O)Cl (benzyl chlorocarbonate), C(=O)(C=1NC=CN1)C=1NC=CN1 (carbonyl diimidazole). Solvent: C(C)N(CC)CC (triethylamine). The product is C(C)(C)N(CC)C(C)C (diisopropylethylamine), N12CCN(CC1)CC2 (1,4-di azabicyclo[2.2.2]octane), N12CCCCCC2=NCCC1 (1,8-diazabicyclo[5.4.0]undec-7-ene), compound ( VI ). Reaction SMILES: C(Cl)(Cl)=O.C(Cl)(=O)OC.[C:10](Cl)(=O)O[CH2:12][CH3:13].C(Cl)(=O)OC[C:19]1[CH:24]=[CH:23][CH:22]=[CH:21][CH:20]=1.[C:27]([C:34]1[NH:35][CH:36]=[CH:37][N:38]=1)([C:29]1[NH:30]C=CN=1)=O>C(N(CC)CC)C>[CH:34]([N:35]([CH:24]([CH3:23])[CH3:19])[CH2:36][CH3:37])([CH3:27])[CH3:10].[N:35]12[CH2:13][CH2:12][N:38]([CH2:27][CH2:34]1)[CH2:37][CH2:36]2.[N:30]12[CH2:29][CH2:27][CH2:34][N:38]=[C:19]1[CH2:24][CH2:23][CH2:22][CH2:21][CH2:20]2. Procedure: The compound (V) is reacted with a carbonic ester (e.g. diethyl carbonate, dimethyl carbonate, benzyl carbonate) in the presence of a base (e.g. lithium carbonate, sodium carbonate, potassium carbonate, sodium hydroxide, potassium hydroxide, sodium methoxide, sodium ethoxide, diisopropylethylamine, triethylamine) to produce the compound (VI). Alternatively, the compound (V) is reacted with phosgene, methyl chlorocarbonate, ethyl chlorocarbonate, benzyl chlorocarbonate or carbonyl diimidazole or ... Reactants: BrB(Br)Br, c1ccc(COCC2(Cc3nc(-c4ccccc4)cs3)CCC2)cc1, ClCCl. Product: OCC1(Cc2nc(-c3ccccc3)cs2)CCC1. As a reaction SMILES: [B:26]([Br:27])([Br:28])[Br:29].[CH2:1]([c:2]1[cH:3][cH:4][cH:5][cH:6][cH:7]1)[O:8][CH2:9][C:10]1([CH2:14][c:15]2[s:16][cH:17][c:18](-[c:20]3[cH:21][cH:22][cH:23][cH:24][cH:25]3)[n:19]2)[CH2:11][CH2:12][CH2:13]1.[Cl:30][CH2:31][Cl:32]>>[OH:8][CH2:9][C:10]1([CH2:14][c:15]2[s:16][cH:17][c:18](-[c:20]3[cH:21][cH:22][cH:23][cH:24][cH:25]3)[n:19]2)[CH2:11][CH2:12][CH2:13]1.